The task is: describe an organic reaction: reactants, conditions, products, and yield. This data is from the Open Reaction Database (ORD), a public repository of structured organic reaction records. The reactants are C(C)(=O)OCC(=O)NC1=C(C#N)C(=CC=C1)N1CCOCC1 (2-(acetoxyacetylamino)-6-morpholinobenzonitrile), N (ammonia). Solvent: CO (methanol). Reaction conditions: time 1 hour. Product: OCC(=O)NC1=C(C#N)C(=CC=C1)N1CCOCC1 (2-(hydroxyacetylamino)-6-morpholinobenzonitrile). Isolated yield 54.2%. RXN SMILES: C([O:4][CH2:5][C:6]([NH:8][C:9]1[CH:16]=[CH:15][CH:14]=[C:13]([N:17]2[CH2:22][CH2:21][O:20][CH2:19][CH2:18]2)[C:10]=1[C:11]#[N:12])=[O:7])(=O)C.N>CO>[OH:4][CH2:5][C:6]([NH:8][C:9]1[CH:16]=[CH:15][CH:14]=[C:13]([N:17]2[CH2:18][CH2:19][O:20][CH2:21][CH2:22]2)[C:10]=1[C:11]#[N:12])=[O:7]. Procedure: To a solution of 2-(acetoxyacetylamino)-6-morpholinobenzonitrile (3 g) in methanol (200 ml) is added dropwise 28% aqueous ammonia (10 ml). The mixture is stirred at room temperature for 1 hour, and thereafter, the solvent is distilled off under reduced pressure. The resulting residue is recrystallized from ethanol-water to give the title compound (1.4 g) having the following physical properties. Reactants: CCc1cc(Br)ccc1NC(=O)C=NO, O, O=S(=O)(O)O. Yields the product CCc1cc(Br)cc2c1NC(=O)C2=O. Reaction SMILES: [Br:6][c:7]1[cH:8][c:9]([CH2:19][CH3:20])[c:10]([NH:13][C:14]([CH:15]=[N:16][OH:17])=[O:18])[cH:11][cH:12]1.[OH2:21].[S:1]([OH:2])(=[O:3])(=[O:4])[OH:5]>>[O:2]=[C:15]1[c:11]2[c:10]([c:9]([CH2:19][CH3:20])[cH:8][c:7]([Br:6])[cH:12]2)[NH:13][C:14]1=[O:18]. Starting materials: C(C1=CC=CC=C1)OC1=CC=2CC[C@H]3[C@@H]4CC[C@@H]([C@@]4(C)CC(=C3C2C=C1)CC=C)OCC1=CC=CC=C1 (3,17β-bis(benzyloxy)-11-(2-propenyl)estra-1,3,5(10),9(11)-tetraene), FC(CCCC(C(=O)OCC)CCCCCCC=C)(C(F)(F)F)F (ethyl 2-(4,4,5,5,5-pentafluoro-pentyl)-9-decenoate). Yields the product OC1=CC=2CC[C@H]3[C@@H]4CC[C@@H]([C@@]4(C)C[C@@H]([C@@H]3C2C=C1)CCCCCCCCCC(C(=O)O)CCCC(C(F)(F)F)(F)F)O (11-(3,17β-dihydroxyestra-1,3,5(10)-trien-11β-yl)-2-(4,4,5,5,5-pentafluoropentyl)undecanoic acid). Reaction SMILES: C([O:8][C:9]1[CH:26]=[CH:25][C:24]2[C:23]3[C@H:14]([C@H:15]4[C@@:19]([CH2:21][C:22]=3[CH2:27]C=C)([CH3:20])[C@@H:18]([O:30]CC3C=CC=CC=3)[CH2:17][CH2:16]4)[CH2:13][CH2:12][C:11]=2[CH:10]=1)C1C=CC=CC=1.[F:38][C:39]([F:61])([C:57]([F:60])([F:59])[F:58])[CH2:40][CH2:41][CH2:42][CH:43]([CH2:49][CH2:50][CH2:51][CH2:52][CH2:53][CH2:54][CH:55]=[CH2:56])[C:44]([O:46]CC)=[O:45]>>[OH:8][C:9]1[CH:26]=[CH:25][C:24]2[C@@H:23]3[C@H:14]([C@H:15]4[C@@:19]([CH2:21][C@@H:22]3[CH2:27][CH2:56][CH2:55][CH2:54][CH2:53][CH2:52][CH2:51][CH2:50][CH2:49][CH:43]([CH2:42][CH2:41][CH2:40][C:39]([F:38])([F:61])[C:57]([F:58])([F:59])[F:60])[C:44]([OH:46])=[O:45])([CH3:20])[C@@H:18]([OH:30])[CH2:17][CH2:16]4)[CH2:13][CH2:12][C:11]=2[CH:10]=1. Reported procedure: Starting with the 3,17β-bis(benzyloxy)-11-(2-propenyl)estra-1,3,5(10),9(11)-tetraene prepared in Example 20 and ethyl 2-(4,4,5,5,5-pentafluoro-pentyl)-9-decenoate prepared separately, the same procedure as shown in Example 20 was repeated to give 11-(3,17β-dihydroxyestra-1,3,5(10)-trien-11β-yl)-2-(4,4,5,5,5-pentafluoropentyl)undecanoic acid. Reactants: O[C@@H](C(=O)O)[C@@H]1C(N(CCO1)C1=CC=C(C=C1)OC(F)(F)F)=O ((2R)-2-hydroxy-2-[(2R)-3-oxo-4-[4-(trifluoromethoxy)phenyl]morpholin-2-yl]acetic acid), NC1=CC=C(C=C1)C=1NOC(N1)=O (3-(4-aminophenyl)-1,2,4-oxadiazol-5(2H)-one), NC=1C=C2C=CN=C(C2=CC1)N(C(=O)OC(C)(C)C)C(=O)OC(C)(C)C (6-amino-1-bis(tert-butoxycarbonyl)aminoisoquinoline). The solvent is CN(C)C=O (DMF). Yields the product O[C@@H](C(=O)NC1=CC=C(C=C1)C1=NOC(N1)=O)[C@@H]1C(N(CCO1)C1=CC=C(C=C1)OC(F)(F)F)=O ((2R)-2-hydroxy-N-[4-(5-oxo-4H-1,2,4-oxadiazol-3-yl)phenyl]-2-[(2R)-3-oxo-4-[4-(trifluoromethoxy)phenyl]morpholin-2-yl]acetamide). RXN SMILES: [OH:1][C@H:2]([C@H:6]1[O:11][CH2:10][CH2:9][N:8]([C:12]2[CH:17]=[CH:16][C:15]([O:18][C:19]([F:22])([F:21])[F:20])=[CH:14][CH:13]=2)[C:7]1=[O:23])[C:3]([OH:5])=O.[NH2:24][C:25]1[CH:30]=[CH:29][C:28]([C:31]2[NH:32][O:33][C:34](=[O:36])[N:35]=2)=[CH:27][CH:26]=1.NC1C=C2C(=CC=1)C(N(C(OC(C)(C)C)=O)C(OC(C)(C)C)=O)=NC=C2>CN(C=O)C>[OH:1][C@H:2]([C@H:6]1[O:11][CH2:10][CH2:9][N:8]([C:12]2[CH:17]=[CH:16][C:15]([O:18][C:19]([F:22])([F:21])[F:20])=[CH:14][CH:13]=2)[C:7]1=[O:23])[C:3]([NH:24][C:25]1[CH:26]=[CH:27][C:28]([C:31]2[NH:35][C:34](=[O:36])[O:33][N:32]=2)=[CH:29][CH:30]=1)=[O:5]. Procedure: According to the Step 1-3 in synthetic method for EXAMPLE 1, compound 55-6 (0.3 g) and 3-(4-aminophenyl)-1,2,4-oxadiazol-5(2H)-one with DMF were used instead of 1-2 and 6-amino-1-bis(tert-butoxycarbonyl)aminoisoquinoline to obtain compound 56-1 (26 mg) as a colorless amorphous solid. The reactants are Cl (HCl), C1(CC1)C1=NN(C(=C1)C1CC1)C1=CC=C(C=C1)NC(=O)C=1C=C2C=CC=NC2=CC1 (N-[4-(3,5-dicyclopropyl-1H-pyrazol-1-yl)phenyl]quinoline-6-carboxamide), intermediate 26, intermediate 12. The solvent is C(C)OCC (diethyl ether), C1CCOC1 (THF). Run at time 15 minute. Yields the product Cl.C1(CC1)C1=NN(C(=C1)C1CC1)C1=CC=C(C=C1)NC(=O)C=1C=C2C=CC=NC2=CC1 (N-[4-(3,5-dicyclopropyl-1H-pyrazol-1-yl)phenyl]quinoline-6-carboxamide hydrochloride). RXN SMILES: [CH:1]1([C:4]2[CH:8]=[C:7]([CH:9]3[CH2:11][CH2:10]3)[N:6]([C:12]3[CH:17]=[CH:16][C:15]([NH:18][C:19]([C:21]4[CH:22]=[C:23]5[C:28](=[CH:29][CH:30]=4)[N:27]=[CH:26][CH:25]=[CH:24]5)=[O:20])=[CH:14][CH:13]=3)[N:5]=2)[CH2:3][CH2:2]1.[ClH:31]>C1COCC1.C(OCC)C>[ClH:31].[CH:1]1([C:4]2[CH:8]=[C:7]([CH:9]3[CH2:11][CH2:10]3)[N:6]([C:12]3[CH:13]=[CH:14][C:15]([NH:18][C:19]([C:21]4[CH:22]=[C:23]5[C:28](=[CH:29][CH:30]=4)[N:27]=[CH:26][CH:25]=[CH:24]5)=[O:20])=[CH:16][CH:17]=3)[N:5]=2)[CH2:2][CH2:3]1 |f:4.5|. Procedure details: Following the general procedure-1, N-[4-(3,5-dicyclopropyl-1H-pyrazol-1-yl)phenyl]quinoline-6-carboxamide (60 mg) was prepared from intermediate 26 (95 mg, 0.55 mmol) and intermediate 12 (120 mg, 0.5 mmol) as a pale yellow solid and dissolved in THF. Saturated HCl in diethyl ether was added at 0° C. to this solution and stirred for 15 min. Solid that separated out was filtered and dried to give the title compound (46 mg) as a white solid. M. P. 114-119° C. 1H-NMR (δ ppm, DMSO-d6, 400 MHz): 11.00... Reactants: ClC=1C=CC2=C(N(CCN(CC2)C)N)C1 (9-chloro-4-methyl-3,4,5,6-tetrahydro-2H-benzo[e][1,4]diazocin-1-ylamine), C1(CCCCC1)=O (cyclohexanone), O.C1(=CC=C(C=C1)S(=O)(=O)O)C (p-toluenesulfonic acid monohydrate). The solvent is C(Cl)Cl (methylene chloride), C(CC)O (1-propanol). Yields the product ClC1=C2C=3CCCCC3N3C2=C(C=C1)CCN(CC3)C (8-Chloro-3-methyl-2,3,4,5,9,10,11,12-octahydro-1H-[1,4]diazocino[7,8,1-jk]carbazole). Isolated yield 48.0%. Reaction SMILES: [Cl:1][C:2]1[CH:3]=[CH:4][C:5]2[CH2:12][CH2:11][N:10]([CH3:13])[CH2:9][CH2:8][N:7](N)[C:6]=2[CH:15]=1.[C:16]1(=O)[CH2:21][CH2:20][CH2:19][CH2:18][CH2:17]1.O.C1(C)C=CC(S(O)(=O)=O)=CC=1>C(O)CC.C(Cl)Cl>[Cl:1][C:2]1[CH:3]=[CH:4][C:5]2[CH2:12][CH2:11][N:10]([CH3:13])[CH2:9][CH2:8][N:7]3[C:6]=2[C:15]=1[C:16]1[CH2:21][CH2:20][CH2:19][CH2:18][C:17]=13 |f:2.3|. Procedure: To a solution of 9-chloro-4-methyl-3,4,5,6-tetrahydro-2H-benzo[e][1,4]diazocin-1-ylamine (4.9 g, 22.0 mmole) in 1-propanol (300 mL) was added cyclohexanone (25.0 ml, 240.0 mmole), followed by p-toluenesulfonic acid monohydrate (10.0 g, 50.0 mmole), and the resulting reaction mixture was refluxed for 30 hours. The reaction mixture was cooled to room temperature and solvent removed in vacuo to produce a brown residue. The residue was diluted with methylene chloride (300 mL) and washed with saturat... Reactants: FC1=NC=CC=C1 (2-Fluoropyridine), C1(CC1)C=O (Cyclopropanecarboxaldehyde), C(C)(C)NC(C)C (Diisopropylamine), [Cl-].[Li+] (lithium chloride), C(CCC)[Li] (butyllithium). Run in O1CCCC1 (tetrahydrofuran). Run at time 10 minute. Yields the product C1(CC1)C(O)C=1C(=NC=CC1)F (cyclopropyl(2-fluoropyridin-3-yl)methanol). Isolated yield 42.7%. Reaction SMILES: C(NC(C)C)(C)C.[Cl-].[Li+].C([Li])CCC.[F:15][C:16]1[CH:21]=[CH:20][CH:19]=[CH:18][N:17]=1.[CH:22]1([CH:25]=[O:26])[CH2:24][CH2:23]1>O1CCCC1>[CH:22]1([CH:25]([C:21]2[C:16]([F:15])=[N:17][CH:18]=[CH:19][CH:20]=2)[OH:26])[CH2:24][CH2:23]1 |f:1.2|. Procedure details: Diisopropylamine (0.9 mL, 6.42 mmol) and lithium chloride (0.120 g, 2.83 mmol) were dissolved in dry tetrahydrofuran (1 mL) under nitrogen and cooled in a dry ice bath. A solution of butyllithium (2.5 M in hexanes, 2.6 mL, 6.50 mmol) was added slowly and the reaction stirred for 10 minutes. 2-Fluoropyridine (0.5 mL, 5.81 mmol) was added dropwise and the mixture stirred for 1 hour. Cyclopropanecarboxaldehyde (0.5 mL, 6.69 mmol) was added slowly. After 30 minutes, the mixture was quenched by addit... The reactants are C([O-])(O)=O.[Na+] (sodium bicarbonate), C(C)(=O)O (acetic acid), CC(C)([O-])C.[K+] (Potassium t-butoxide), O([Si](C)(C)C(C)(C)C)CCN(CCO[Si](C)(C)C(C)(C)C)C1=CC=C(C=O)C=C1 (p-N,N-Bis(2-t-butyldimethylsiloxyethyl)aminobenzaldehyde), CC(CCCC)C=1C(=O)CC(CC1C)(C)C (2-hexyl-isophorone), CC(CCCC)C=1C(=O)CC(CC1C)(C)C (2-hexyl-isophorone). Solvent: COCCOCCOC (diglyme). Conditions: time 25 minute. Yields the product O([Si](C)(C)C(C)(C)C)CCN(CCO[Si](C)(C)C(C)(C)C)C1=CC=C(C=CC2=C(C(CC(C2)(C)C)=O)CCCCCC)C=C1 (3-[p-N,N-Bis(2-t-butyldimethylsiloxyethyl)aminostyryl]-5,5-dimethyl-2-hexyl-cyclohex-2-enone). The yield is 11.0%. RXN SMILES: [CH3:1]C(C)([O-])C.[K+].[O:7]([CH2:15][CH2:16][N:17]([C:28]1[CH:35]=[CH:34][C:31]([CH:32]=O)=[CH:30][CH:29]=1)[CH2:18][CH2:19][O:20][Si:21]([C:24]([CH3:27])([CH3:26])[CH3:25])([CH3:23])[CH3:22])[Si:8]([C:11]([CH3:14])([CH3:13])[CH3:12])([CH3:10])[CH3:9].C[CH:37]([C:42]1[C:43]([CH2:45][C:46]([CH3:51])([CH3:50])[CH2:47][C:48]=1[CH3:49])=[O:44])[CH2:38][CH2:39][CH2:40][CH3:41].C(O)(=O)C.C(=O)(O)[O-].[Na+]>COCCOCCOC>[O:7]([CH2:15][CH2:16][N:17]([C:28]1[CH:35]=[CH:34][C:31]([CH:32]=[CH:49][C:48]2[CH2:47][C:46]([CH3:50])([CH3:51])[CH2:45][C:43](=[O:44])[C:42]=2[CH2:37][CH2:38][CH2:39][CH2:40][CH2:41][CH3:1])=[CH:30][CH:29]=1)[CH2:18][CH2:19][O:20][Si:21]([C:24]([CH3:27])([CH3:26])[CH3:25])([CH3:23])[CH3:22])[Si:8]([C:11]([CH3:14])([CH3:13])[CH3:12])([CH3:10])[CH3:9] |f:0.1,5.6|. Procedure: Potassium t-butoxide (30.32 g, 97%, 0.262 mol.) was added to a solution of p-N,N-Bis(2-t-butyldimethylsiloxyethyl)aminobenzaldehyde (, 53.4 g, 0.122 mol.) and 2-hexyl-isophorone (compound 10, 26.6 g, 0.118 mol.) in diglyme (200 mL, KOH dried) over 3 min. Ice bath was used to keep the temperature below 50° C. The reaction mixture was stirred at room temperature for 25 min. and then was poured to dilute acetic acid (0.28 mol HOAc in 200 mL of water). The extra acid was neutralized saturated aqueou... Reaction SMILES: [CH3:32][OH:33].[Cl:1][c:2]1[cH:3][cH:4][c:5]([CH2:6][S:7][C:8](=[S:9])[N:10]2[CH2:11][c:12]3[nH:13][c:14]4[cH:15][cH:16][cH:17][cH:18][c:19]4[c:20]3[CH2:21][CH:22]2[C:23](=[O:24])[OH:25])[cH:26][cH:27]1.[S:28]([Cl:29])([Cl:30])=[O:31]>>[Cl:1][c:2]1[cH:3][cH:4][c:5]([CH2:6][S:7][C:8](=[S:9])[N:10]2[CH2:11][c:12]3[nH:13][c:14]4[cH:15][cH:16][cH:17][cH:18][c:19]4[c:20]3[CH2:21][CH:22]2[C:23](=[O:24])[O:25][CH3:32])[cH:26][cH:27]1. Reactants: CO, O=C(O)C1Cc2c([nH]c3ccccc23)CN1C(=S)SCc1ccc(Cl)cc1, O=S(Cl)Cl. Product: COC(=O)C1Cc2c([nH]c3ccccc23)CN1C(=S)SCc1ccc(Cl)cc1.